Dataset: the Open Reaction Database (ORD), a public repository of structured organic reaction records. Task: describe an organic reaction: reactants, conditions, products, and yield The reactants are C1COCCO1, Cc1cc(C(C)(C)C)c(O)c(C(C)(C)C)c1, [Cl-], O=S(=O)(Oc1ccc2[nH]c3c(c2n1)CCCC3)C(F)(F)F, [Li+], C[Sn](C)(C)c1ccccc1, c1ccc(P(c2ccccc2)(c2ccccc2)[Pd](P(c2ccccc2)(c2ccccc2)c2ccccc2)(P(c2ccccc2)(c2ccccc2)c2ccccc2)P(c2ccccc2)(c2ccccc2)c2ccccc2)cc1. The product is c1ccc(-c2ccc3[nH]c4c(c3n2)CCCC4)cc1. RXN SMILES: [CH2:50]1[O:51][CH2:52][CH2:53][O:54][CH2:55]1.[CH3:34][c:35]1[cH:36][c:37]([C:38]([CH3:39])([CH3:40])[CH3:41])[c:42]([OH:43])[c:44]([C:45]([CH3:46])([CH3:47])[CH3:48])[cH:49]1.[Cl-:33].[F:1][C:2]([F:3])([F:4])[S:5]([O:6][c:7]1[cH:8][cH:9][c:10]2[nH:11][c:12]3[c:17]([c:18]2[n:19]1)[CH2:16][CH2:15][CH2:14][CH2:13]3)(=[O:20])=[O:21].[Li+:32].[c:22]1([Sn:28]([CH3:29])([CH3:30])[CH3:31])[cH:23][cH:24][cH:25][cH:26][cH:27]1.[cH:56]1[cH:57][cH:58][c:59]([P:60]([Pd:61]([P:62]([c:63]2[cH:64][cH:65][cH:66][cH:67][cH:68]2)([c:69]2[cH:70][cH:71][cH:72][cH:73][cH:74]2)[c:75]2[cH:76][cH:77][cH:78][cH:79][cH:80]2)([P:81]([c:82]2[cH:83][cH:84][cH:85][cH:86][cH:87]2)([c:88]2[cH:89][cH:90][cH:91][cH:92][cH:93]2)[c:94]2[cH:95][cH:96][cH:97][cH:98][cH:99]2)[P:100]([c:101]2[cH:102][cH:103][cH:104][cH:105][cH:106]2)([c:107]2[cH:108][cH:109][cH:110][cH:111][cH:112]2)[c:113]2[cH:114][cH:115][cH:116][cH:117][cH:118]2)([c:119]2[cH:120][cH:121][cH:122][cH:123][cH:124]2)[c:125]2[cH:126][cH:127][cH:128][cH:129][cH:130]2)[cH:131][cH:132]1>>[c:7]1(-[c:22]2[cH:23][cH:24][cH:25][cH:26][cH:27]2)[cH:8][cH:9][c:10]2[nH:11][c:12]3[c:17]([c:18]2[n:19]1)[CH2:16][CH2:15][CH2:14][CH2:13]3. Starting materials: C#CCBr, CC(C)=O, CCCOc1nc(C(F)(F)C(F)(F)F)cc(=O)n1-c1cc(O)c(Cl)cc1F, [Na+], [Na+], O=C([O-])[O-]. Yields the product C#CCOc1cc(-n2c(OCCC)nc(C(F)(F)C(F)(F)F)cc2=O)c(F)cc1Cl. As a reaction SMILES: [CH2:28]([C:29]#[CH:30])[Br:31].[CH3:38][C:39](=[O:40])[CH3:41].[Cl:1][c:2]1[cH:3][c:4]([F:27])[c:5](-[n:9]2[c:10]([O:23][CH2:24][CH2:25][CH3:26])[n:11][c:12]([C:16]([C:17]([F:18])([F:19])[F:20])([F:21])[F:22])[cH:13][c:14]2=[O:15])[cH:6][c:7]1[OH:8].[Na+:32].[Na+:33].[O-:34][C:35](=[O:36])[O-:37]>>[Cl:1][c:2]1[cH:3][c:4]([F:27])[c:5](-[n:9]2[c:10]([O:23][CH2:24][CH2:25][CH3:26])[n:11][c:12]([C:16]([C:17]([F:18])([F:19])[F:20])([F:21])[F:22])[cH:13][c:14]2=[O:15])[cH:6][c:7]1[O:8][CH2:30][C:29]#[CH:28]. The reactants are ClC=1C=CC2=C(C(=NS2)C2=CC=C(C=C2)CCl)C1 (5-chloro-3-(4'-chloromethylphenyl)-1,2-benzisothiazole), [S] (sulfur), NCC(C)N (1,2-diaminopropane), C1(=CC=CC=C1)C (toluene). The product is Cl.ClC=1C=CC2=C(C(=NS2)C2=CC=C(C=C2)C=2N(CCN2)C)C1 (5-Chloro-3-[4-(methylimidazolin-2-yl)-phenyl]-1,2-benzisothiazole hydrochloride). RXN SMILES: [Cl:1][C:2]1[CH:3]=[CH:4][C:5]2[S:9][N:8]=[C:7]([C:10]3[CH:15]=[CH:14][C:13]([CH2:16]Cl)=[CH:12][CH:11]=3)[C:6]=2[CH:18]=1.[S].[NH2:20][CH2:21][CH:22]([NH2:24])C.[C:25]1(C)C=CC=CC=1>>[ClH:1].[Cl:1][C:2]1[CH:3]=[CH:4][C:5]2[S:9][N:8]=[C:7]([C:10]3[CH:15]=[CH:14][C:13]([C:16]4[N:20]([CH3:25])[CH2:21][CH2:22][N:24]=4)=[CH:12][CH:11]=3)[C:6]=2[CH:18]=1 |f:4.5,^3:18|. Procedure details: 44 g of 5-chloro-3-(4'-chloromethylphenyl)-1,2-benzisothiazole, 9.6 g of sulfur and 22.5 g of 1,2-diaminopropane in 600 ml of toluene are refluxed for 24 hours. The reaction mixture is filtered hot and the filtrate is concentrated on a rotary evaporator. The residue is dissolved in 500 ml of ether and 30 g of hydrogen chloride gas are passed into the solution, whilst cooling. The resulting crystals are filtered off and recrystallized from water. 31 g of product melting, with decomposition, at 24... Reactants: S(=O)(=O)(C1=CC=C(C)C=C1)Cl (Tosyl chloride), C(C1=CC=CC=C1)OC=1C=C(C=CC1)C(CCO)C (3-(3-benzyloxyphenyl)-1-butanol). Run in N1=CC=CC=C1 (pyridine), Cl (hydrochloric acid). Run at time 18 hour. The product is S(=O)(=O)(OCCC(C)C1=CC(=CC=C1)OCC1=CC=CC=C1)C1=CC=C(C)C=C1 (3-(3-Benzyloxyphenyl)butyl Tosylate). As a reaction SMILES: [S:1](Cl)([C:4]1[CH:10]=[CH:9][C:7]([CH3:8])=[CH:6][CH:5]=1)(=[O:3])=[O:2].[CH2:12]([O:19][C:20]1[CH:21]=[C:22]([CH:26]([CH3:30])[CH2:27][CH2:28][OH:29])[CH:23]=[CH:24][CH:25]=1)[C:13]1[CH:18]=[CH:17][CH:16]=[CH:15][CH:14]=1>N1C=CC=CC=1.Cl>[S:1]([C:4]1[CH:10]=[CH:9][C:7]([CH3:8])=[CH:6][CH:5]=1)([O:29][CH2:28][CH2:27][CH:26]([C:22]1[CH:23]=[CH:24][CH:25]=[C:20]([O:19][CH2:12][C:13]2[CH:18]=[CH:17][CH:16]=[CH:15][CH:14]=2)[CH:21]=1)[CH3:30])(=[O:3])=[O:2]. Procedure: Tosyl chloride (9.8 g., 51 mM) is added to a solution of 3-(3-benzyloxyphenyl)-1-butanol (12.8 g., 50 mM) in pyridine (90 ml.) at -45° C. The reaction mixture is held at -35° C. for 18 hours and is then diluted with cold 2 N hydrochloric acid (1500 ml.) and extracted with ether (5×250 ml.). The combined extracts are washed with saturated sodium chloride solution (4×250 ml.) and then dried (Na2SO4). Concentration of the dried extract affords the product as an oil. It is crystallized by treatment ...